The task is: describe an organic reaction: reactants, conditions, products, and yield. This data is from the Open Reaction Database (ORD), a public repository of structured organic reaction records. Starting materials: CN(c1ccncc1)N1CCc2cc(OCc3ccccc3)ccc2C1, CO. Yields the product CN(c1ccncc1)N1CCc2cc(O)ccc2C1. RXN SMILES: [CH2:1]([c:2]1[cH:3][cH:4][cH:5][cH:6][cH:7]1)[O:8][c:9]1[cH:10][c:11]2[c:16]([cH:17][cH:18]1)[CH2:15][N:14]([N:19]([CH3:20])[c:21]1[cH:22][cH:23][n:24][cH:25][cH:26]1)[CH2:13][CH2:12]2.[CH3:27][OH:28]>>[OH:8][c:9]1[cH:10][c:11]2[c:16]([cH:17][cH:18]1)[CH2:15][N:14]([N:19]([CH3:20])[c:21]1[cH:22][cH:23][n:24][cH:25][cH:26]1)[CH2:13][CH2:12]2. Procedure details: To a solution of (tetrahydro-2H-pyran-4-yl)methanol (14.29 mg, 0.123 mmol) and 4-fluoro-N-isobutyl-N-(5-isopropyl-3-methoxypyridin-2-yl)benzenesulfonamide (46.8 mg, 0.123 mmol) in dimethyl sulfoxide (DMSO) (200 μL) stirred in air at room temperature was added sodium hydride (4.92 mg, 0.123 mmol, 60% wt in mineral oil). The reaction mixture was stirred for 4 days then carefully quenched with isopropanol (1 mL) and evaporated in vacuo. The crude sample was purified by mass directed autoprep (formi... RXN SMILES: [O:1]1[CH2:6][CH2:5][CH:4]([CH2:7][OH:8])[CH2:3][CH2:2]1.F[C:10]1[CH:15]=[CH:14][C:13]([S:16]([N:19]([CH2:31][CH:32]([CH3:34])[CH3:33])[C:20]2[C:25]([O:26][CH3:27])=[CH:24][C:23]([CH:28]([CH3:30])[CH3:29])=[CH:22][N:21]=2)(=[O:18])=[O:17])=[CH:12][CH:11]=1.[H-].[Na+]>CS(C)=O>[CH2:31]([N:19]([C:20]1[C:25]([O:26][CH3:27])=[CH:24][C:23]([CH:28]([CH3:30])[CH3:29])=[CH:22][N:21]=1)[S:16]([C:13]1[CH:14]=[CH:15][C:10]([O:8][CH2:7][CH:4]2[CH2:5][CH2:6][O:1][CH2:2][CH2:3]2)=[CH:11][CH:12]=1)(=[O:18])=[O:17])[CH:32]([CH3:34])[CH3:33] |f:2.3|. The product is C(C(C)C)N(S(=O)(=O)C1=CC=C(C=C1)OCC1CCOCC1)C1=NC=C(C=C1OC)C(C)C (N-isobutyl-N-(5-isopropyl-3-methoxypyridin-2-yl)-4-((tetrahydro-2H-pyran-4-yl)methoxy)benzenesulfonamide). The solvent is CS(=O)C (dimethyl sulfoxide). Starting materials: O1CCC(CC1)CO ((tetrahydro-2H-pyran-4-yl)methanol), FC1=CC=C(C=C1)S(=O)(=O)N(C1=NC=C(C=C1OC)C(C)C)CC(C)C (4-fluoro-N-isobutyl-N-(5-isopropyl-3-methoxypyridin-2-yl)benzenesulfonamide), [H-].[Na+] (sodium hydride). Run at time 4 day. Procedure details: Prepared from 7-chloro-3-{6-[1-hydroxy-1-cyclobutyl]pyridin-2-ylmethyl}-3H-[1,2,3]triazolo[4,5-d]pyrimidin-5-ylamine and 3-cyanophenylboronic acid by the method described for Example 7 to give the title compound (0.06 g) as a white powder. The product is C(#N)C=1C=C(C=CC1)C=1C2=C(N=C(N1)N)N(N=N2)CC2=NC(=CC=C2)C2(CCC2)O (7-(3-cyanophenyl)-3-(6-[1-hydroxycyclobutyl]pyrid-2-ylmethyl)-3H-[1,2,3]triazolo[4,5-d]pyrimidin-5-amine). As a reaction SMILES: Cl[C:2]1[C:3]2[N:11]=[N:10][N:9]([CH2:12][C:13]3[CH:18]=[CH:17][CH:16]=[C:15]([C:19]4([OH:23])[CH2:22][CH2:21][CH2:20]4)[N:14]=3)[C:4]=2[N:5]=[C:6]([NH2:8])[N:7]=1.[C:24]([C:26]1[CH:27]=[C:28](B(O)O)[CH:29]=[CH:30][CH:31]=1)#[N:25]>>[C:24]([C:26]1[CH:31]=[C:30]([C:2]2[C:3]3[N:11]=[N:10][N:9]([CH2:12][C:13]4[CH:18]=[CH:17][CH:16]=[C:15]([C:19]5([OH:23])[CH2:22][CH2:21][CH2:20]5)[N:14]=4)[C:4]=3[N:5]=[C:6]([NH2:8])[N:7]=2)[CH:29]=[CH:28][CH:27]=1)#[N:25]. Starting materials: ClC=1C2=C(N=C(N1)N)N(N=N2)CC2=NC(=CC=C2)C2(CCC2)O (7-chloro-3-{6-[1-hydroxy-1-cyclobutyl]pyridin-2-ylmethyl}-3H-[1,2,3]triazolo[4,5-d]pyrimidin-5-ylamine), C(#N)C=1C=C(C=CC1)B(O)O (3-cyanophenylboronic acid). Reactants: O (water), ClC1=C(C=O)C=CC(=C1Cl)O (2,3-dichloro-4-hydroxybenzaldehyde), C([O-])([O-])=O.[K+].[K+] (potassium carbonate), S(=O)(=O)(OC)OC (dimethyl sulfate). The solvent is CN(C=O)C (dimethylformamide). Product: ClC1=C(C=O)C=CC(=C1Cl)OC (2,3-Dichloro-4-methoxybenzaldehyde). Reaction SMILES: [Cl:1][C:2]1[C:9]([Cl:10])=[C:8]([OH:11])[CH:7]=[CH:6][C:3]=1[CH:4]=[O:5].[C:12](=O)([O-])[O-].[K+].[K+].S(OC)(OC)(=O)=O.O>CN(C)C=O>[Cl:1][C:2]1[C:9]([Cl:10])=[C:8]([O:11][CH3:12])[CH:7]=[CH:6][C:3]=1[CH:4]=[O:5] |f:1.2.3|. Procedure: A mixture of 2,3-dichloro-4-hydroxybenzaldehyde (19.1 gm., ;b 0.1 mole) and potassium carbonate (34.4 gm., 0.25 mole) in dimethylformamide (50 ml.) is stirred and treated dropwise over 15 minutes with dimethyl sulfate (14.1 gm., 0.11 mole). The reaction is exothermic; after 45 minutes the mixture is poured with stirring into water (300 ml.). The solid product that separates is removed by filtration, washed with water and then washed with a little methanol. After drying the yield of 2,3-dichloro-... Starting materials: C(Cl)(Cl)Cl (chloroform), C(C)OC(=O)C=1C=NN(C1C)C1=NC=C(C=C1)Br (1-(5-bromopyridin-2-yl)-5-methyl-1H-pyrazole-4-carboxylic acid ethyl ester), P(=O)([O-])([O-])[O-].[K+].[K+].[K+] (tripotassium phosphate), Example 24 ( 2 ), C1(CC1)B(O)O (cyclopropylboronic acid). Reagents/catalysts: C1CCC(CC1)P(C2CCCCC2)C3CCCCC3.C1CCC(CC1)P(C2CCCCC2)C3CCCCC3.Cl[Pd]Cl (dichlorobis(tricyclohexylphosphine)palladium (II)). The solvent is O1CCOCC1 (1,4-dioxane). Reaction conditions: temperature 110 celsius, time 3 hour. Yields the product C(C)OC(=O)C=1C=NN(C1C)C1=NC=C(C=C1)C1CC1 (1-(5-cyclopropylpyridin-2-yl)-5-methyl-1H-pyrazole-4-carboxylic acid ethyl ester). Isolated yield 88.9%. Reaction SMILES: [CH2:1]([O:3][C:4]([C:6]1[CH:7]=[N:8][N:9]([C:12]2[CH:17]=[CH:16][C:15](Br)=[CH:14][N:13]=2)[C:10]=1[CH3:11])=[O:5])[CH3:2].[CH:19]1(B(O)O)[CH2:21][CH2:20]1.P([O-])([O-])([O-])=O.[K+].[K+].[K+].C(Cl)(Cl)Cl>O1CCOCC1.C1CCC(P(C2CCCCC2)C2CCCCC2)CC1.C1CCC(P(C2CCCCC2)C2CCCCC2)CC1.Cl[Pd]Cl>[CH2:1]([O:3][C:4]([C:6]1[CH:7]=[N:8][N:9]([C:12]2[CH:17]=[CH:16][C:15]([CH:19]3[CH2:21][CH2:20]3)=[CH:14][N:13]=2)[C:10]=1[CH3:11])=[O:5])[CH3:2] |f:2.3.4.5,8.9.10|. Procedure: A suspension of 1-(5-bromopyridin-2-yl)-5-methyl-1H-pyrazole-4-carboxylic acid ethyl ester (18 g) described in Reference Example 24 (2), cyclopropylboronic acid (9.96 g), dichlorobis(tricyclohexylphosphine)palladium (II) (2.14 g) and tripotassium phosphate (49.2 g) in 1,4-dioxane (120 ml) was stirred at 110° C. for 3 hours. After completion of the reaction, the mixture was allowed to cool, chloroform was added thereto, filtered through Celite, then, to the filtrate was added a saturated aqueous ... The reactants are C[N+]1([O-])CCOCC1, C=Cc1cccc(Cl)c1, ClCCl, O=C(OO)c1cccc(Cl)c1. The product is Clc1cccc(C2CO2)c1. RXN SMILES: [CH3:10][N+:11]1([O-:12])[CH2:13][CH2:15][O:14][CH2:16][CH2:17]1.[Cl:1][c:2]1[cH:3][c:4]([CH:5]=[CH2:6])[cH:7][cH:8][cH:9]1.[Cl:29][CH2:30][Cl:31].[OH:18][O:19][C:20]([c:21]1[cH:22][c:23]([Cl:24])[cH:25][cH:26][cH:27]1)=[O:28]>>[Cl:1][c:2]1[cH:3][c:4]([CH:5]2[CH2:6][O:14]2)[cH:7][cH:8][cH:9]1. Starting materials: [N+](=O)([O-])[O-].[Sr+2].[N+](=O)([O-])[O-] (strontium nitrate), [O-2].[La+3].[O-2].[O-2].[La+3] (lanthanum oxide). The reagents and catalysts are O.O.O.O.O.O.[N+](=O)([O-])[O-].[Ni+2].[N+](=O)([O-])[O-] (nickel nitrate hexahydrate), O.O.O.O.O.O.[N+](=O)([O-])[O-].[Co+2].[N+](=O)([O-])[O-] (cobalt nitrate hexahydrate), [N+](=O)([O-])[O-].[Fe+2].[N+](=O)([O-])[O-] (iron nitrate). The solvent is O (water). Yields the product [OH-].[La+3].[OH-].[OH-] (lanthanum hydroxide), [O-2].[La+3].[O-2].[O-2].[La+3] (lanthanum oxide). As a reaction SMILES: [N+]([O-])([O-])=[O:2].[Sr+2].[N+]([O-])([O-])=[O:7].[O-2:10].[La+3:11].[O-2].[O-2].[La+3]>O.O.O.O.O.O.O.[N+]([O-])([O-])=O.[Ni+2].[N+]([O-])([O-])=O.O.O.O.O.O.O.[N+]([O-])([O-])=O.[Co+2].[N+]([O-])([O-])=O.[N+]([O-])([O-])=O.[Fe+2].[N+]([O-])([O-])=O>[OH-:2].[La+3:11].[OH-:7].[OH-:10].[O-2:2].[La+3:11].[O-2:2].[O-2:2].[La+3:11] |f:0.1.2,3.4.5.6.7,9.10.11.12.13.14.15.16.17,18.19.20.21.22.23.24.25.26,27.28.29,30.31.32.33,34.35.36.37.38|. Reported procedure: 21.6 g (0.102) of strontium nitrate was dissolved in about 60 ml of distilled water, and this solution was poured over 32.26 g (0.099 mole) lanthanum oxide in a 150 cm3 beaker and left to react. Meanwhile 27.92 g nickel nitrate hexahydrate (0.096 mole) and 55.1 g (0.189 mole) cobalt nitrate hexahydrate and 6.06 g (0.015 mole) iron nitrate nanohydrate were dissolved in about 140 cm3 distilled water. The slurry of lanthanum hydroxide in strontium nitrate solution, resulting from reaction of lantha... Starting materials: CO (methanol), Cl (hydrochloric acid), CC=1C=CC=2CC3=CC=4C(C5=CC(=CC=C5CC4C=C3C(C2C1)=O)C)=O (7,14-dihydro-3,10-dimethylpentacene-5,12-dione), C(C)(=O)O (acetic acid). Solvent: COCCOCCOC (2-methoxyethyl ether), O (water). Run at temperature 60 celsius, time 8 hour. Yields the product CC1=CC2=CC3=CC4=CC5=CC=C(C=C5C=C4C=C3C=C2C=C1)C (2,9-dimethylpentacene). Reaction SMILES: [CH3:1][C:2]1[CH:3]=[CH:4][C:5]2[CH2:6][C:7]3[C:20]([C:21](=O)[C:22]=2[CH:23]=1)=[CH:19][C:18]1[CH2:17][C:16]2[C:11](=[CH:12][C:13]([CH3:25])=[CH:14][CH:15]=2)[C:10](=O)[C:9]=1[CH:8]=3.CO.C(O)(=O)C.Cl>COCCOCCOC.O>[CH3:1][C:2]1[CH:3]=[CH:4][C:5]2[C:22](=[CH:21][C:20]3[C:7]([CH:6]=2)=[CH:8][C:9]2[C:18](=[CH:17][C:16]4[C:11]([CH:10]=2)=[CH:12][C:13]([CH3:25])=[CH:14][CH:15]=4)[CH:19]=3)[CH:23]=1. Reported procedure: A mixture of 24.6 grams of 7,14-dihydro-3,10-dimethylpentacene-5,12-dione in 250 mL of 2-methoxyethyl ether was stirred and flushed with nitrogen for 10 minutes. To this was added in small portions 16.5 grams of sodium borohydride and stirring was continued at room temperature overnight. To the resulting reaction mixture was added slowly over 30 minutes 155 mL of methanol with the temperature maintained below 0° C. The mixture was stirred for 1.5 hours at room temperature. To the mixture was add... The reactants are C(C)(C)(C)OC(=O)N1CCC(=CC1)C=1C=2N(C=CC1)N=C(N2)NC2=CC=C(C=C2)OC (4-[2-(4-methoxy-phenylamino)-[1,2,4]triazolo[1,5-a]pyridin-8-yl]-3,6-dihydro-2H-pyridine-1-carboxylic acid tert-butyl ester), ClCCl (dichloromethane), FC(C(=O)O)(F)F (trifluoroacetic Acid). Reaction conditions: time 4 day. Product: COC1=CC=C(C=C1)NC1=NN2C(C(=CC=C2)C=2CCNCC2)=N1 ((4-Methoxy-phenyl)-[8-(1,2,3,6-tetrahydro-pyridin-4-yl)-[1,2,4]triazolo[1,5-a]pyridin-2-yl]-amine), resin. The yield is 62.0%. Reaction SMILES: C(OC([N:8]1[CH2:13][CH:12]=[C:11]([C:14]2[C:15]3[N:16]([N:20]=[C:21]([NH:23][C:24]4[CH:29]=[CH:28][C:27]([O:30][CH3:31])=[CH:26][CH:25]=4)[N:22]=3)[CH:17]=[CH:18][CH:19]=2)[CH2:10][CH2:9]1)=O)(C)(C)C.ClCCl.FC(F)(F)C(O)=O>>[CH3:31][O:30][C:27]1[CH:26]=[CH:25][C:24]([NH:23][C:21]2[N:22]=[C:15]3[C:14]([C:11]4[CH2:12][CH2:13][NH:8][CH2:9][CH:10]=4)=[CH:19][CH:18]=[CH:17][N:16]3[N:20]=2)=[CH:29][CH:28]=1. Procedure details: To a solution of 4-[2-(4-methoxy-phenylamino)-[1,2,4]triazolo[1,5-a]pyridin-8-yl]-3,6-dihydro-2H-pyridine-1-carboxylic acid tert-butyl ester (100.0 mg, 0.2372 mmol) in dichloromethane (2 mL, 30 mmol) was added trifluoroacetic Acid (1 mL, 10 mmol). The mixture was stirred at room temperature for 4 days then evaporated to a resin. The residue was dissolved in dichloromethane (20 mL) and stirred with saturated aqueous potassium carbonate for 10 minutes. The organic layer was separated, dried over m... Reactants: C(C)(C)(C)[Li] (tert-butyllithium), C(=O)C1=CC2=CC3=C(OCC3)C=C2C=C1 (6-formyl-2,3-dihydronaphtho[2,3-b]furane), [Cl-].[NH4+] (Ammonium chloride), BrC=1N=CNC1 (4-bromo-1H-imidazole). Solvent: CCCCC (pentane), C1CCOC1 (THF), C1CCOC1 (THF). Run at temperature 5 celsius, time 2 hour. Product: C1C2=C(OC1)C=CC1=CC(=CC=C12)C(C(C)C)(O)C=1N=CNC1 (1-(1,2-Dihydronaphtho[2,1-b]furan-7-yl)-1-(1H-imidazol-4-yl)-2-methyl-1-propanol). Reaction SMILES: Br[C:2]1[N:3]=[CH:4][NH:5][CH:6]=1.[C:7]([Li])(C)([CH3:9])[CH3:8].[CH:12]([C:14]1[CH:26]=[CH:25][C:24]2[C:16](=[CH:17][C:18]3[CH2:22][CH2:21][O:20][C:19]=3[CH:23]=2)[CH:15]=1)=[O:13].[Cl-].[NH4+]>C1COCC1.CCCCC>[CH2:22]1[CH2:21][O:20][C:19]2[CH:23]=[CH:24][C:25]3[C:17]([C:18]1=2)=[CH:16][CH:15]=[C:14]([C:12]([C:2]1[N:3]=[CH:4][NH:5][CH:6]=1)([OH:13])[CH:7]([CH3:9])[CH3:8])[CH:26]=3 |f:3.4|. Reported procedure: A solution of 4-bromo-1H-imidazole (2.11 g) in THF (40 ml) was cooled to −78° C. A solution of tert-butyllithium in pentane (1.7 M; 13 ml) was added to the solution. The mixture was stirred at 5° C. for 2 h and then cooled to −78° C. 6-formyl-2,3-dihydronaphtho[2,3-b]furane (1.46 g) in THF (30 ml) was added to the mixture. The mixture was allowed to room temperature and was stirred for 20 h. Ammonium chloride solution was added to the mixture and extracted with mixed solution of THF and ethyl ac...